describe an organic reaction: reactants, conditions, products, and yield From a dataset of the Open Reaction Database (ORD), a public repository of structured organic reaction records. Reactants: COc1ccccc1N1CCNCC1, O=C(NCC(F)(F)F)C1(CCCCBr)c2ccccc2-c2ccccc21. Yields the product COc1ccccc1N1CCN(CCCCC2(C(=O)NCC(F)(F)F)c3ccccc3-c3ccccc32)CC1. As a reaction SMILES: [CH3:1][O:2][c:3]1[c:4]([N:9]2[CH2:10][CH2:11][NH:12][CH2:13][CH2:14]2)[cH:5][cH:6][cH:7][cH:8]1.[F:15][C:16]([CH2:17][NH:18][C:19](=[O:20])[C:21]1([CH2:34][CH2:35][CH2:36][CH2:37][Br:38])[c:22]2[cH:23][cH:24][cH:25][cH:26][c:27]2-[c:28]2[cH:29][cH:30][cH:31][cH:32][c:33]21)([F:39])[F:40]>>[CH3:1][O:2][c:3]1[c:4]([N:9]2[CH2:10][CH2:11][N:12]([CH2:37][CH2:36][CH2:35][CH2:34][C:21]3([C:19]([NH:18][CH2:17][C:16]([F:15])([F:39])[F:40])=[O:20])[c:22]4[cH:23][cH:24][cH:25][cH:26][c:27]4-[c:28]4[cH:29][cH:30][cH:31][cH:32][c:33]43)[CH2:13][CH2:14]2)[cH:5][cH:6][cH:7][cH:8]1.